This data is from the Open Reaction Database (ORD), a public repository of structured organic reaction records. The task is: describe an organic reaction: reactants, conditions, products, and yield Reactants: Cl (hydrochloric acid), FC1=CC=C(C=C1)C1=NN(C=C1CCC(=O)OCC)CC1=CC=C(C=C1)OCC=1N=C(OC1C)C=1OC=CC1 (ethyl 3-[3-(4-fluorophenyl)-1-[4-[2-(2-furyl)-5-methyl-4-oxazolylmethoxy)benzyl]-1H-pyrazol-4-yl]propionate), [OH-].[Na+] (sodium hydroxide), C(C)O (ethanol). Solvent: O1CCCC1 (tetrahydrofuran). Reaction conditions: time 2 hour. Product: FC1=CC=C(C=C1)C1=NN(C=C1CCC(=O)O)CC1=CC=C(C=C1)OCC=1N=C(OC1C)C=1OC=CC1 (3-[3-(4-fluorophenyl)-1-[4-[2-(2-furyl)-5-methyl-4-oxazolylmethoxy)benzyl]-1H-pyrazol-4-yl]propionic acid). Isolated yield 45.3%. RXN SMILES: [F:1][C:2]1[CH:7]=[CH:6][C:5]([C:8]2[C:12]([CH2:13][CH2:14][C:15]([O:17]CC)=[O:16])=[CH:11][N:10]([CH2:20][C:21]3[CH:26]=[CH:25][C:24]([O:27][CH2:28][C:29]4[N:30]=[C:31]([C:35]5[O:36][CH:37]=[CH:38][CH:39]=5)[O:32][C:33]=4[CH3:34])=[CH:23][CH:22]=3)[N:9]=2)=[CH:4][CH:3]=1.[OH-].[Na+].C(O)C.Cl>O1CCCC1>[F:1][C:2]1[CH:7]=[CH:6][C:5]([C:8]2[C:12]([CH2:13][CH2:14][C:15]([OH:17])=[O:16])=[CH:11][N:10]([CH2:20][C:21]3[CH:22]=[CH:23][C:24]([O:27][CH2:28][C:29]4[N:30]=[C:31]([C:35]5[O:36][CH:37]=[CH:38][CH:39]=5)[O:32][C:33]=4[CH3:34])=[CH:25][CH:26]=3)[N:9]=2)=[CH:4][CH:3]=1 |f:1.2|. Reported procedure: A mixture of ethyl 3-[3-(4-fluorophenyl)-1-[4-[2-(2-furyl)-5-methyl-4-oxazolylmethoxy)benzyl]-1H-pyrazol-4-yl]propionate (350 mg), 1N aqueous sodium hydroxide solution (2 ml), ethanol (4 ml), and tetrahydrofuran (4 ml) was stirred at room temperature for 2 hours. The reaction mixture was acidified with dilute hydrochloric acid, which was extracted with ethyl acetate. The ethyl acetate layer was washed with saturated aqueous sodium chloride solution, dried (MgSO4), then concentrated. The colorles... Reactants: N1(C=NC=C1)C(=O)NC=1NC(=CC(N1)=O)C (2-(1-imidazolylcarbonylamino)-6-methyl-4[1H]-pyrimidinone), [Br-].[Br-].NCCC[N+](CCCCC[N+](C)(C)C)(C)CCCN (N,N-bis(3-aminopropyl)-N,N′,N′,N′-tetramethylpentane-1,5-diaminium dibromide), C(C)(C)N(CC)C(C)C (diisopropylethylamine). Solvent: C(C)O (ethanol). Product: [Br-].[Br-].C[N+](CCCCC[N+](CCCNC(=O)NC=1NC(=CC(N1)=O)C)(CCCNC(=O)NC=1NC(=CC(N1)=O)C)C)(C)C (N,N,N,N′-tetramethyl-N′,N′-bis[3-({[(6-methyl-4-oxo-1,4-dihydropyrimidin-2-yl)amino]-carbonyl}amino)propyl]pentane-1,5-diaminium dibromide). Isolated yield 239.1%. As a reaction SMILES: [N:1]1([C:6]([NH:8][C:9]2[NH:10][C:11]([CH3:16])=[CH:12][C:13](=[O:15])[N:14]=2)=[O:7])[CH:5]=[CH:4]N=C1.[Br-:17].[Br-].NCC[CH2:22][N+:23]([CH2:34][CH2:35][CH2:36][NH2:37])([CH3:33])[CH2:24][CH2:25][CH2:26][CH2:27][CH2:28][N+:29]([CH3:32])([CH3:31])[CH3:30].C([N:41]([CH:44]([CH3:46])[CH3:45])[CH2:42]C)(C)C>C(O)C>[Br-:17].[Br-:17].[CH3:32][N+:29]([CH3:30])([CH3:31])[CH2:28][CH2:27][CH2:26][CH2:25][CH2:24][N+:23]([CH3:22])([CH2:33][CH2:4][CH2:5][NH:1][C:6]([NH:8][C:9]1[NH:10][C:11]([CH3:16])=[CH:12][C:13](=[O:15])[N:14]=1)=[O:7])[CH2:34][CH2:35][CH2:36][NH:37][C:6]([NH:1][C:42]1[NH:41][C:44]([CH3:45])=[CH:46][C:13](=[O:15])[N:14]=1)=[O:7] |f:1.2.3,6.7.8|. Procedure details: 2 g of 2-(1-imidazolylcarbonylamino)-6-methyl-4[1H]-pyrimidinone (9.2 mmol) are added to a solution of 2 g of N,N-bis(3-aminopropyl)-N,N′,N′,N′-tetramethylpentane-1,5-diaminium dibromide (4.6 mmol) and 1.2 g of diisopropylethylamine (9.2 mmol) in 100 ml of ethanol. The solution is stirred at reflux for 5 hours. The product is precipitated from acetone. After filtration and washing with acetone, the product is dried under reduced pressure and 3.2 g (5.5 mmol) of desired compound are obtained in t... Reactants: CC(C)(C)OC(=O)CN, CN(C)C=O, O=C(O)CCc1cccc(-c2nc(=O)c3ccccc3s2)n1, On1nnc2ccccc21. The product is CC(C)(C)OC(=O)CNC(=O)CCc1cccc(-c2nc(=O)c3ccccc3s2)n1. RXN SMILES: [C:23]([CH3:24])([CH3:25])([CH3:26])[O:27][C:28]([CH2:29][NH2:30])=[O:31].[CH3:42][N:43]([CH3:44])[CH:45]=[O:46].[O:1]=[c:2]1[n:3][c:4](-[c:12]2[cH:13][cH:14][cH:15][c:16]([CH2:18][CH2:19][C:20](=[O:21])[OH:22])[n:17]2)[s:5][c:6]2[c:7]1[cH:8][cH:9][cH:10][cH:11]2.[OH:32][n:33]1[c:34]2[c:35]([cH:36][cH:37][cH:38][cH:39]2)[n:40][n:41]1>>[O:1]=[c:2]1[n:3][c:4](-[c:12]2[cH:13][cH:14][cH:15][c:16]([CH2:18][CH2:19][C:20](=[O:22])[NH:30][CH2:29][C:28]([O:27][C:23]([CH3:24])([CH3:25])[CH3:26])=[O:31])[n:17]2)[s:5][c:6]2[c:7]1[cH:8][cH:9][cH:10][cH:11]2.